Dataset: the Open Reaction Database (ORD), a public repository of structured organic reaction records. Task: describe an organic reaction: reactants, conditions, products, and yield Reactants: FC(C1=C(C=CC=C1)S)(F)F (2-(trifluoromethyl)benzenethiol), II (Iodine). Run in C(C)#N (acetonitrile). Yields the product FC(C1=C(C=CC=C1)SSC1=C(C=CC=C1)C(F)(F)F)(F)F (1,2-bis(2-(trifluoromethyl)phenyl)disulfane). Yield: 88.3%. As a reaction SMILES: [F:1][C:2]([F:11])([F:10])[C:3]1[CH:8]=[CH:7][CH:6]=[CH:5][C:4]=1[SH:9].II>C(#N)C>[F:11][C:2]([F:1])([F:10])[C:3]1[CH:8]=[CH:7][CH:6]=[CH:5][C:4]=1[S:9][S:9][C:4]1[CH:5]=[CH:6][CH:7]=[CH:8][C:3]=1[C:2]([F:11])([F:10])[F:1]. Procedure: A solution of 2-(trifluoromethyl)benzenethiol (0.185 mL, 1.40 mmol) in wet acetonitrile (1:5 water/acetonitrile) was added Iodine (0.178 g, 0.702 mmol) and allowed to stir over night at room temperature. The reaction was concentrated, then diluted with EtOAc and quenched with aqueous sodium thiosulfate, extracted and dried organic with brine, Na2SO4, filtered and concentrated to afford the title compound (219 mg, 44% yield) as a colorless oil. Starting materials: CC(C)(C)OC(=O)N1CCC(n2cc(-c3ccncc3)c(-c3cccc([N+](=O)[O-])c3)n2)CC1, CO. Product: CC(C)(C)OC(=O)N1CCC(n2cc(-c3ccncc3)c(-c3cccc(N)c3)n2)CC1. Reaction SMILES: [C:1]([CH3:2])([CH3:3])([CH3:4])[O:5][C:6](=[O:7])[N:8]1[CH2:9][CH2:10][CH:11]([n:14]2[n:15][c:16](-[c:25]3[cH:26][c:27]([N+:31]([O-:32])=[O:33])[cH:28][cH:29][cH:30]3)[c:17](-[c:19]3[cH:20][cH:21][n:22][cH:23][cH:24]3)[cH:18]2)[CH2:12][CH2:13]1.[CH3:34][OH:35]>>[C:1]([CH3:2])([CH3:3])([CH3:4])[O:5][C:6](=[O:7])[N:8]1[CH2:9][CH2:10][CH:11]([n:14]2[n:15][c:16](-[c:25]3[cH:26][c:27]([NH2:31])[cH:28][cH:29][cH:30]3)[c:17](-[c:19]3[cH:20][cH:21][n:22][cH:23][cH:24]3)[cH:18]2)[CH2:12][CH2:13]1. The reactants are O[C@H]1[C@@H](O[C@@H]([C@H]1O)CO)N1C2=NC(=NC(=C2N=C1)N)N1N=CC(=C1)C(=O)NC ((1-{9-[(4S,2R,3R,5R)-3,4-dihydroxy-5-(hydroxymethyl)oxolan-2-yl]-6-aminopurin-2-yl}pyrazol-4-yl)-N-methylcarboxamide), N (ammonia). Reaction SMILES: [OH:1][C@@H:2]1[C@H:6]([OH:7])[C@@H:5]([CH2:8][OH:9])[O:4][C@H:3]1[N:10]1[CH:18]=[N:17][C:16]2[C:11]1=[N:12][C:13]([N:20]1[CH:24]=[C:23]([C:25]([NH:27]C)=[O:26])[CH:22]=[N:21]1)=[N:14][C:15]=2[NH2:19].N>>[OH:1][C@@H:2]1[C@H:6]([OH:7])[C@@H:5]([CH2:8][OH:9])[O:4][C@H:3]1[N:10]1[CH:18]=[N:17][C:16]2[C:11]1=[N:12][C:13]([N:20]1[CH:24]=[C:23]([C:25]([NH2:27])=[O:26])[CH:22]=[N:21]1)=[N:14][C:15]=2[NH2:19]. Reported procedure: Compound 20 was prepared in a manner similar to that of compound 16 using ammonia instead of methylamine, MS 377.25 (M+1). Yields the product O[C@H]1[C@@H](O[C@@H]([C@H]1O)CO)N1C2=NC(=NC(=C2N=C1)N)N1N=CC(=C1)C(=O)N (1-{9-[(4S,2R,3R,5R)-3,4-dihydroxy-5-(hydroxymethyl)oxolan-2-yl]-6-aminopurin-2-yl}pyrazole-4-carboxamide). The reactants are CC1=CC=C(C=C1)CN(C(CC1=CC=C(C=C1)OC)=O)C1CCN(CC1)C(=O)OC(C)(C)C (N-((4-methylphenyl)methyl)-N-(1-(tert-butyloxycarbonyl)piperidin-4-yl)-4-methoxyphenylacetamide), C(C)(=O)OC(C)=O (acetic anhydride), CC(C=O)C (2-Methylpropionaldehyde), [BH4-] (borohydride). The solvent is C(C)O (ethanol). Run at time 48 hour. Yields the product CC1=CC=C(C=C1)CN(C(CC1=CC=C(C=C1)OC)=O)C1CCN(CC1)CC(C)C (N-((4-Methylphenyl)methyl)-N-(1-(2-methylpropyl)piperidin-4-yl)-4-methoxyphenylacetamide). As a reaction SMILES: [CH3:1][C:2]1[CH:7]=[CH:6][C:5]([CH2:8][N:9]([CH:21]2[CH2:26][CH2:25][N:24](C(OC(C)(C)C)=O)[CH2:23][CH2:22]2)[C:10](=[O:20])[CH2:11][C:12]2[CH:17]=[CH:16][C:15]([O:18][CH3:19])=[CH:14][CH:13]=2)=[CH:4][CH:3]=1.[CH3:34][CH:35]([CH3:38])[CH:36]=O.[BH4-].C(OC(=O)C)(=O)C>C(O)C>[CH3:1][C:2]1[CH:3]=[CH:4][C:5]([CH2:8][N:9]([CH:21]2[CH2:26][CH2:25][N:24]([CH2:34][CH:35]([CH3:38])[CH3:36])[CH2:23][CH2:22]2)[C:10](=[O:20])[CH2:11][C:12]2[CH:17]=[CH:16][C:15]([O:18][CH3:19])=[CH:14][CH:13]=2)=[CH:6][CH:7]=1. Procedure: The product from example 13 above (20 mg, 0.06 mmol) was dissolved in abs. ethanol (2 ml).). 2-Methylpropionaldehyde (0.104 ml, 1.1 mmol) was added followed by solid-supported borohydride (150 mg, 2.5 mmol/g resin; Aldrich 32,864-2). The mixture was shaken at room temperature. After 48 h, the resin was filtered off and acetic anhydride (0.02 ml, 0.2 mmol) was added to the organic solution. After 24 h, the mixture was concentrated and redissolved in methanol (2 ml). The solution was added on to a...